This data is from the Open Reaction Database (ORD), a public repository of structured organic reaction records. The task is: describe an organic reaction: reactants, conditions, products, and yield The reactants are NC1=C(C=C(C=C1)C1=CC(=CC=C1)Cl)C(O)(C1CC1)C1CC1 ((4-amino-3′-chloro-biphenyl-3-yl)-dicyclopropyl-methanol), C(=O)(N1C=NC=C1)N1C=NC=C1 (1,1′-carbonyldiimidazole). Yields the product ClC=1C=C(C=CC1)C1=CC2=C(NC(OC2(C2CC2)C2CC2)=O)C=C1 (6-(3-Chloro-phenyl)-4,4-dicyclopropyl-1,4-dihydro-benzo[d][1,3]oxazin-2-one). Reaction SMILES: [NH2:1][C:2]1[CH:7]=[CH:6][C:5]([C:8]2[CH:13]=[CH:12][CH:11]=[C:10]([Cl:14])[CH:9]=2)=[CH:4][C:3]=1[C:15]([CH:20]1[CH2:22][CH2:21]1)([CH:17]1[CH2:19][CH2:18]1)[OH:16].[C:23](N1C=CN=C1)(N1C=CN=C1)=[O:24]>>[Cl:14][C:10]1[CH:9]=[C:8]([C:5]2[CH:6]=[CH:7][C:2]3[NH:1][C:23](=[O:24])[O:16][C:15]([CH:17]4[CH2:19][CH2:18]4)([CH:20]4[CH2:21][CH2:22]4)[C:3]=3[CH:4]=2)[CH:13]=[CH:12][CH:11]=1. Reported procedure: The title compound was prepared according to Example 41 from (4-amino-3′-chloro-biphenyl-3-yl)-dicyclopropyl-methanol and 1,1′-carbonyldiimidazole. Yellow solid: mp 198-200° C.; 1H-NMR (DMSO-d6) δ 10.3 (s, 1H), 7.72 (bs, 1H), 7.67 (bs, 1H), 7.62 (m, 2H), 7.48 (t, 1H, J=7.88 Hz), 7.40 (d, 1H, J=8.04 Hz), 6.94 (d, 1H, J=8.27 Hz), 1.55 (m, 2H), 0.5 (m, 6H), 0.28 (m, 2H); MS (EI) m/z 339 (M+, 40%); Anal. Calc. For C20H18ClNO2: C, 70.69; H, 5.34 N, 4.12. Found: C, 69.38; H, 5.07; N, 4.02. Reactants: BrCCN1C(=C(C(=C1C)C)C=O)C(=O)OC (methyl 1-(2-bromoethyl)-3-formyl-4,5-dimethylpyrrole-2-carboxylate), N12CCCCCC2=NCCC1 (1,8-diazabicyclo[5.4.0]undec-7-ene). The solvent is O1CCCC1 (tetrahydrofuran). Yields the product C(=O)C1=C(N(C(=C1C)C)C=C)C(=O)OC (methyl 3-formyl-4,5-dimethyl-1-vinylpyrrole-2-carboxylate). Isolated yield 74.2%. Reaction SMILES: Br[CH2:2][CH2:3][N:4]1[C:8]([CH3:9])=[C:7]([CH3:10])[C:6]([CH:11]=[O:12])=[C:5]1[C:13]([O:15][CH3:16])=[O:14].N12CCCN=C1CCCCC2>O1CCCC1>[CH:11]([C:6]1[C:7]([CH3:10])=[C:8]([CH3:9])[N:4]([CH:3]=[CH2:2])[C:5]=1[C:13]([O:15][CH3:16])=[O:14])=[O:12]. Procedure: A solution of 0.15 g (0.00052 mole) of methyl 1-(2-bromoethyl)-3-formyl-4,5-dimethylpyrrole-2-carboxylate and 0.08 g (0.00052 mole) of 1,8-diazabicyclo[5.4.0]undec-7-ene dissolved in 2 ml of tetrahydrofuran was heated under reflux for 6 hours. The reaction mixture was allowed to cool at room temperature and purified by column chromatography through silica gel using a 9:1 mixture of toluene and ethyl acetate as an eluent to give 0.080 g (74% yield) of methyl 3-formyl-4,5-dimethyl-1-vinylpyrrole-2... Starting materials: FC1=NC(=C2N=CN(C2=N1)C(C)C)NCC=1C=NC=CC1 ((2-fluoro-9-isopropyl-9H-purin-6-yl)-pyridin-3-ylmethyl-amine), CCN(C(C)C)C(C)C (DIEA), N[C@@H](C(C)(O)C)CC ((3R)-3-amino-2-methyl-pentan-2-ol). Solvent: CCCCO.CS(=O)C (n-BuOH DMSO). Run at time 72 hour. Product: C(C)(C)N1C2=NC(=NC(=C2N=C1)NCC=1C=NC=CC1)N[C@@H](C(C)(O)C)CC ((3R)-3-{9-Isopropyl-6-[(pyridin-3-ylmethyl)-amino]-9H-purin-2-ylamino}-2-methyl-pentan-2-ol). RXN SMILES: F[C:2]1[N:10]=[C:9]2[C:5]([N:6]=[CH:7][N:8]2[CH:11]([CH3:13])[CH3:12])=[C:4]([NH:14][CH2:15][C:16]2[CH:17]=[N:18][CH:19]=[CH:20][CH:21]=2)[N:3]=1.CCN(C(C)C)C(C)C.[NH2:31][C@H:32]([CH2:37][CH3:38])[C:33]([CH3:36])([OH:35])[CH3:34]>CCCCO.CS(C)=O>[CH:11]([N:8]1[CH:7]=[N:6][C:5]2[C:9]1=[N:10][C:2]([NH:31][C@H:32]([CH2:37][CH3:38])[C:33]([CH3:36])([OH:35])[CH3:34])=[N:3][C:4]=2[NH:14][CH2:15][C:16]1[CH:17]=[N:18][CH:19]=[CH:20][CH:21]=1)([CH3:13])[CH3:12] |f:3.4|. Procedure: To a stirred solution of (2-fluoro-9-isopropyl-9H-purin-6-yl)-pyridin-3-ylmethyl-amine (20 mg, 1 eq, 0.07 mmol) in n-BuOH/DMSO (1.25 mL, 4:1) at room temperature under an argon atmosphere was added DIEA (0.25 mL, 20.5 eq, 1.44 mmol) followed by (3R)-3-amino-2-methyl-pentan-2-ol (22 mg, 2.7 eq, 0.19 mmol). The reaction mixture was placed in a preheated oil bath at 140° C. and stirred at this temperature for 72 h. The reaction mixture was allowed to cool to room temperature and the solvent was eva... The reactants are [H-].[Na+] (Sodium hydride), NC1=CC(=NO1)C (5-amino-3-methylisoxazole), N(N)C(C(=O)NC1=CC=C(C=C1)[C@@H]1CC[C@H](CC1)CC(=O)OC)=O (methyl [trans-4-(4-{[hydrazino(oxo)acetyl]amino}phenyl)cyclohexyl]acetate), N(N)C(C(=O)NC1=CC=C(C=C1)[C@@H]1CC[C@H](CC1)CC(=O)OC)=O (methyl [trans-4-(4-{[hydrazino(oxo)acetyl]amino}phenyl)cyclohexyl]acetate), C1=CC=NC(=C1)OC(=S)OC2=CC=CC=N2 (di-2-pyridyl thionocarbonate), CCN=C=NCCCN(C)C (EDAC). Run in C1CCOC1 (THF), CN(C)C=O (DMF). Run at temperature 85 celsius, time 10 minute. Product: CC1=NOC(=C1)NC1=NN=C(O1)C(=O)NC1=CC=C(C=C1)[C@@H]1CC[C@H](CC1)CC(=O)O ((trans-4-{4-[({5-[(3-Methylisoxazol-5-yl)amino]-1,3,4-oxadiazol-2-yl}carbonyl)amino]phenyl}cyclohexyl)acetic acid). Isolated yield 20.0%. As a reaction SMILES: [H-].[Na+].[NH2:3][C:4]1[O:8][N:7]=[C:6]([CH3:9])[CH:5]=1.[CH:10]1C=C(OC(OC2N=CC=CC=2)=S)N=CC=1.[NH:26]([C:28](=[O:49])[C:29]([NH:31][C:32]1[CH:37]=[CH:36][C:35]([C@H:38]2[CH2:43][CH2:42][C@H:41]([CH2:44][C:45]([O:47]C)=[O:46])[CH2:40][CH2:39]2)=[CH:34][CH:33]=1)=[O:30])[NH2:27].CCN=C=NCCCN(C)C>C1COCC1.CN(C=O)C>[CH3:9][C:6]1[CH:5]=[C:4]([NH:3][C:10]2[O:49][C:28]([C:29]([NH:31][C:32]3[CH:37]=[CH:36][C:35]([C@H:38]4[CH2:43][CH2:42][C@H:41]([CH2:44][C:45]([OH:47])=[O:46])[CH2:40][CH2:39]4)=[CH:34][CH:33]=3)=[O:30])=[N:26][N:27]=2)[O:8][N:7]=1 |f:0.1|. Procedure: Sodium hydride (50 mg of a 60% dispersion in mineral oil, 1.25 mmol) was added to a stirred solution of 5-amino-3-methylisoxazole in THF. After 5 minutes di-2-pyridyl thionocarbonate (290 mg, 1.25 mmol) was added. Stirring was continued for a further 10 minutes then methyl [trans-4-(4-{[hydrazino(oxo)acetyl]amino}phenyl)cyclo-hexyl]acetate (Intermediate 43) (333 mg, 1.00 mmol) was added followed by DMF (5 mL). The mixture heated to 85° C. for 15 minutes then EDAC (240 mg, 1.25 mmol) was added. A... Reactants: NC1=CC=C(C(=O)OCC)C=C1 (ethyl 4-aminobenzoate), CC1(CC(=O)OC(C1)=O)C (3,3-dimethylglutaric anhydride), C(C)(=O)Cl (acetyl chloride). Run in ClCCl (dichloromethane), ClCCCl (1,2-dichloroethane). Yields the product CC1(CC(N(C(C1)=O)C1=CC=C(C(=O)OCC)C=C1)=O)C (ethyl 4-(4,4-dimethyl-2,6-dioxopiperidin-1-yl)benzoate). Reaction SMILES: [NH2:1][C:2]1[CH:12]=[CH:11][C:5]([C:6]([O:8][CH2:9][CH3:10])=[O:7])=[CH:4][CH:3]=1.[CH3:13][C:14]1([CH3:22])[CH2:20][C:19](=O)[O:18][C:16](=[O:17])[CH2:15]1.C(Cl)(=O)C>ClCCCl.ClCCl>[CH3:13][C:14]1([CH3:22])[CH2:15][C:16](=[O:17])[N:1]([C:2]2[CH:3]=[CH:4][C:5]([C:6]([O:8][CH2:9][CH3:10])=[O:7])=[CH:11][CH:12]=2)[C:19](=[O:18])[CH2:20]1. Procedure: A solution of ethyl 4-aminobenzoate (1.0 g, 6.1 mmol) and 3,3-dimethylglutaric anhydride (0.95 g, 6.7 mmol) in 1,2-dichloroethane (15 mL) was heated to reflux for 1 hour, cooled to room temperature, and treated dropwise with acetyl chloride (0.88 mL, 12.5 mmol). The mixture was heated to reflux for 1 hour, cooled to room temperature, diluted with dichloromethane, washed sequentially with water, saturated NaHCO3, and brine, dried (MgSO4), filtered, and concentrated to provide the desired product.... The reactants are ClCCl, Cc1ccc(O)c(CO)n1. The product is Cc1ccc(O)c(C=O)n1. Reaction SMILES: [CH2:11]([Cl:12])[Cl:13].[OH:1][CH2:2][c:3]1[n:4][c:5]([CH3:10])[cH:6][cH:7][c:8]1[OH:9]>>[O:1]=[CH:2][c:3]1[n:4][c:5]([CH3:10])[cH:6][cH:7][c:8]1[OH:9]. Reactants: C(#N)C1=NC(=NC(=C1)O)C1=C(C=CC=C1)OCCC (4-cyano-6-hydroxy-2-(2-propoxyphenyl)pyrimidine), [N-]=[N+]=[N-].[Na+] (sodium azide), [Cl-].[NH4+] (ammonium chloride). Solvent: CN(C=O)C (dimethylformamide). Product: C(CC)OC1=C(C=CC=C1)C1=NC(=CC(N1)=O)C1=NN=NN1 (2-(2-Propoxyphenyl)-6-(1H-tetrazol-5-yl)pyrimid-4(3H)-one). RXN SMILES: [C:1]([C:3]1[CH:8]=[C:7]([OH:9])[N:6]=[C:5]([C:10]2[CH:15]=[CH:14][CH:13]=[CH:12][C:11]=2[O:16][CH2:17][CH2:18][CH3:19])[N:4]=1)#[N:2].[N-:20]=[N+:21]=[N-:22].[Na+].[Cl-].[NH4+]>CN(C)C=O>[CH2:17]([O:16][C:11]1[CH:12]=[CH:13][CH:14]=[CH:15][C:10]=1[C:5]1[NH:6][C:7](=[O:9])[CH:8]=[C:3]([C:1]2[NH:22][N:21]=[N:20][N:2]=2)[N:4]=1)[CH2:18][CH3:19] |f:1.2,3.4|. Reported procedure: A stirred solution of 4-cyano-6-hydroxy-2-(2-propoxyphenyl)pyrimidine (325 mg), sodium azide (91 mg) and ammonium chloride (75 mg) in dimethylformamide (15 ml) was heated at 125° C. for 5 hours. Most of the dimethylformamide was removed under reduced pressure and water added to the oily residue which solidified. The mixture was cooled and the solid was collected, washed with water and recrystallized from glacial acetic acid to yield the title compound, 174 mg, m.p. 219°-221° C. Starting materials: CC1([C@H]2CC[C@H]([C@@H]1C2)CCO)C (2-((1S,2S,5S)-6,6-dimethylbicyclo[3.1.1]heptan-2-yl)ethanol), C(C)O (Ethanol). Reagents/catalysts: [O-2].[O-2].[O-2].[Cr+6] (chromium trioxide). Solvent: O (water), C(C)(=O)O (acetic acid). Run at temperature 15 celsius, time 8 hour. The product is CC1([C@H]2CC[C@H]([C@@H]1C2)CC(=O)O)C (2-((1S,2S,5S)-6,6-dimethylbicyclo[3.1.1]heptan-2-yl)acetic acid). RXN SMILES: [CH3:1][C:2]1([CH3:12])[C@H:7]2[CH2:8][C@@H:3]1[CH2:4][CH2:5][C@H:6]2[CH2:9][CH2:10][OH:11].C([OH:15])C>O.C(O)(=O)C.[O-2].[O-2].[O-2].[Cr+6]>[CH3:1][C:2]1([CH3:12])[C@H:7]2[CH2:8][C@@H:3]1[CH2:4][CH2:5][C@H:6]2[CH2:9][C:10]([OH:15])=[O:11] |f:4.5.6.7|. Reported procedure: A solution of chromium trioxide (42.6 g CrO3, 426 mmol) in water (40 mL) was diluted with acetic acid (350 mL). The solution was cooled to 15° C. and the product from Example 4A (27 g, 160 mmol) was added dropwise. The solution was left to stand at room temperature overnight. Ethanol (20 mL) was added to destroy the excess of CrO3. The mixture was heated at 50° C. for 15 minutes and then concentrated under reduced pressure. The residue was suspended in water, acidified to pH 2 and extracted 3 ti... The reactants are CCOC(=O)C (EtOAc), C1CC(=O)N(C1=O)Br (NBS), ClC1=C(C=NC=C1)F (4-chloro-3-fluoropyridine), BrC1=NC=CC(=C1F)Cl (2-Bromo-4-chloro-3-fluoropyridine), CC1(NC(CCC1)(C)C)C (2,2,6,6-tetramethylpiperidine), [Li]CCCC (n-BuLi), hexanes. Solvent: O (water), C1CCOC1 (THF), C1CCOC1 (THF), C1CCOC1 (THF). Reaction conditions: temperature 0 celsius, time 0.5 hour. Yields the product ClC1=C(C(=NC=C1)N1N=CC(=C1C)C(=O)O)F (1-(4-Chloro-3-fluoropyridin-2-yl)-5-methyl-1H-pyrazole-4-carboxylic acid). The yield is 34.0%. As a reaction SMILES: Br[C:2]1[C:7]([F:8])=[C:6]([Cl:9])[CH:5]=[CH:4][N:3]=1.CC1(C)CCCC(C)(C)N1.[Li]CCCC.Cl[C:26]1[CH:31]=[CH:30][N:29]=C[C:27]=1F.C1C(=O)[N:37](Br)C(=O)C1.CC[O:43][C:44](C)=[O:45]>C1COCC1.O>[Cl:9][C:6]1[CH:5]=[CH:4][N:3]=[C:2]([N:37]2[C:26]([CH3:27])=[C:31]([C:44]([OH:43])=[O:45])[CH:30]=[N:29]2)[C:7]=1[F:8]. Procedure: 2-Bromo-4-chloro-3-fluoropyridine: To a solution of 2,2,6,6-tetramethylpiperidine (1.54 mL, 9.12 mmol) in THF (40 mL) was added 1.6 M n-BuLi in hexanes (5.23 mL, 8.36 mmol) dropwise at −78° C. The resulting solution was stirred for 0.5 h at 0° C. It was then cooled to −78° C. and 4-chloro-3-fluoropyridine (0.769 mL, 7.60 mmol) in 5 mL THF was added dropwise over 30 min. The resulting solution was stirred at −78° C. for 30 min. To the solution was added NBS (1.624 g, 9.12 mmol) in THF (25 mL) dro...